This data is from the Open Reaction Database (ORD), a public repository of structured organic reaction records. The task is: describe an organic reaction: reactants, conditions, products, and yield Starting materials: NC1=CC2=C(N=CN2)C=C1 (5-aminobenzimidazole), O([K])C#N (KOCN), C(C1=CC=CC=C1)=O (benzaldehyde), C(C1=CC=CC=C1)[N+]#[C-] (benzyl isonitrile). The product is N1C=NC2=C1C=CC(=C2)N2C(NC(C2C2=CC=CC=C2)=O)=O (1-(1H-benzo[d]imidazol-5-yl)-5-phenylimidazolidine-2,4-dione). As a reaction SMILES: [NH2:1][C:2]1[CH:10]=[CH:9][C:5]2[N:6]=[CH:7][NH:8][C:4]=2[CH:3]=1.[CH:11](=[O:18])C1C=CC=CC=1.[CH2:19]([N+]#[C-])[C:20]1[CH:25]=[CH:24][CH:23]=[CH:22][CH:21]=1.[O:28]([C:30]#[N:31])[K]>>[NH:6]1[C:5]2[CH:9]=[CH:10][C:2]([N:1]3[CH:19]([C:20]4[CH:21]=[CH:22][CH:23]=[CH:24][CH:25]=4)[C:30](=[O:28])[NH:31][C:11]3=[O:18])=[CH:3][C:4]=2[N:8]=[CH:7]1. Procedure details: The compound was synthesized starting from 5-aminobenzimidazole 1.331 g (10 mmol), benzaldehyde 1.02 ml (10 mmol), benzyl isonitrile 1.22 ml (10 mmol) and KOCN 0.84 g (10 mmol) as described in method 1.